From a dataset of the Open Reaction Database (ORD), a public repository of structured organic reaction records. describe an organic reaction: reactants, conditions, products, and yield The reactants are O=C(Cl)CCl, Cl[Al](Cl)Cl, Cl, Fc1ccccc1F, O. Product: O=C(CCl)c1ccc(F)c(F)c1. As a reaction SMILES: [Cl:13][CH2:14][C:15](=[O:16])[Cl:17].[Cl:1][Al:2]([Cl:3])[Cl:4].[ClH:18].[F:5][c:6]1[cH:7][cH:8][cH:9][cH:10][c:11]1[F:12].[OH2:19]>>[F:5][c:6]1[cH:7][cH:8][c:9]([C:15]([CH2:14][Cl:13])=[O:16])[cH:10][c:11]1[F:12]. Reactants: ClC=1C=C(C=CC1Cl)C(=O)N1CCC2=CC=CC=C12 ((3,4-dichlorophenyl)(indolin-1-yl)methanone), CC(=O)O (AcOH), BrBr (bromine), CC(=O)O (AcOH), OS(=O)[O-].[Na+] (NaHSO3). The solvent is O (water). Reaction conditions: time 1 hour. Product: BrC=1C=C2CCN(C2=CC1)C(=O)C1=CC(=C(C=C1)Cl)Cl ((5-Bromoindolin-1-yl)(3,4-dichlorophenyl)methanone). Yield: 99.9%. RXN SMILES: [Cl:1][C:2]1[CH:3]=[C:4]([C:9]([N:11]2[C:19]3[C:14](=[CH:15][CH:16]=[CH:17][CH:18]=3)[CH2:13][CH2:12]2)=[O:10])[CH:5]=[CH:6][C:7]=1[Cl:8].CC(O)=O.[Br:24]Br.OS([O-])=O.[Na+]>O>[Br:24][C:16]1[CH:15]=[C:14]2[C:19](=[CH:18][CH:17]=1)[N:11]([C:9]([C:4]1[CH:5]=[CH:6][C:7]([Cl:8])=[C:2]([Cl:1])[CH:3]=1)=[O:10])[CH2:12][CH2:13]2 |f:3.4|. Reported procedure: To a solution of (3,4-dichlorophenyl)(indolin-1-yl)methanone (2.6 g, 8.90 mmol) in AcOH (8.2 mL, 142 mmol) was added bromine (504 μL, 9.79 mmol) dropwise via syringe at 0° C. Additional AcOH (6.0 mL) was added, and the reaction mixture was stirred at room temperature for 1 h. Cold water was added to the reaction mixture followed by sat. aq. NaHSO3 solution. The resulting mixture was stirred for 10 min, and the precipitate was collected via filtration to give the title compound (3.30 g, 100%) as ... Starting materials: C(CCC)=O (n-Butyraldehyde), OCC(O)CO (glycerol). Reagents/catalysts: [Pd] (Pd/C). As a reaction SMILES: [CH:1](=[O:5])[CH2:2][CH2:3][CH3:4].[OH:6][CH2:7][CH:8]([CH2:10][OH:11])[OH:9]>[Pd]>[CH:1](=[O:5])[CH2:2][CH2:3][CH3:4].[OH:6][CH2:7][CH:8]([CH2:10][OH:11])[OH:9] |f:3.4|. Reaction conditions: temperature 200 celsius, time 4 hour. Procedure: n-Butyraldehyde (7.21 g, 8.96 ml, 0.1 mol), glycerol (92.09 g, 73.7 ml, 1 mol), and 10% Pd/C (5 wt %, 0.36 g) are charged to a Parr reactor, purged with nitrogen three times, heated to 200° C. with stirring and run at 1000 psi of hydrogen for 4 hrs. GC analysis shows complete consumption of n-butyraldehyde and formation of glycerol monoethers, 3-butyloxy-1,2-propanediol and 2-butoxy-1,2-propanediol, (83.1%, ratio 6.7), glycerol diethers 1,3-dibutoxy-2-propanol and 2,3-dibutoxy-1-propanol (7.1%),... The product is C(CCC)=O.OCC(O)CO (n-Butyraldehyde Glycerol).